This data is from the Open Reaction Database (ORD), a public repository of structured organic reaction records. The task is: describe an organic reaction: reactants, conditions, products, and yield Reactants: FC(C(C(Cl)(F)F)(C1=CC=C(C=C1)OCC)Cl)(F)F (1,1,1,3,3-pentafluoro-2, 3-dichloro-2-(4-ethoxyphenyl)propane). The reagents and catalysts are [Zn] (zinc), [Cl-].[Zn+2].[Cl-] (zinc chloride). Solvent: CO (methanol), CO (methanol). Run at temperature 35 celsius, time 2 hour. Yields the product FC(C(=C(F)F)C1=CC=C(C=C1)OCC)(F)F (1,1,1,3,3-pentafluoro-2-(4-ethoxyphenyl)prop-2-ene). Yield: 82.5%. Reaction SMILES: [F:1][C:2]([F:19])([F:18])[C:3](Cl)([C:8]1[CH:13]=[CH:12][C:11]([O:14][CH2:15][CH3:16])=[CH:10][CH:9]=1)[C:4]([F:7])([F:6])Cl>CO.[Zn].[Cl-].[Zn+2].[Cl-]>[F:1][C:2]([F:18])([F:19])[C:3]([C:8]1[CH:13]=[CH:12][C:11]([O:14][CH2:15][CH3:16])=[CH:10][CH:9]=1)=[C:4]([F:6])[F:7] |f:3.4.5|. Procedure details: A solution of 1,1,1,3,3-pentafluoro-2, 3-dichloro-2-(4-ethoxyphenyl)propane (29.5 g) in methanol (40 cm3) was added dropwise to a suspension of zinc powder (9.1 g) and zinc chloride (0.45 g) in methanol (80 cm3) whilst the temperature was maintained at 35° C. After the addition was complete the mixture was stirred at the ambient temperature ca. 23° C.) for 2 hours. After dilution with water and filtering off the zinc, the mixture was extracted with chloroform, the extracts washed with water, dri... The solvent is O (water). Isolated yield 45.5%. Starting materials: ClC1=C(C=C(C=C1)C(F)(F)F)[N+](=O)[O-] (4-chloro-3-nitrobenzotrifluoride), C(C)(C)(C)C1=CC(=NO1)O (5-t-butyl-3-hydroxyisoxazole), C([O-])([O-])=O.[K+].[K+] (potassium carbonate), CS(=O)C (dimethyl sulfoxide). Product: C(C)(C)(C)C1=CC(N(O1)C1=C(C=C(C=C1)C(F)(F)F)[N+](=O)[O-])=O (5-t-butyl-2-(2-nitro-4-trifluoromethylphenyl)-4-isoxazolin-3-one). Reaction SMILES: Cl[C:2]1[CH:7]=[CH:6][C:5]([C:8]([F:11])([F:10])[F:9])=[CH:4][C:3]=1[N+:12]([O-:14])=[O:13].[C:15]([C:19]1[O:23][N:22]=[C:21]([OH:24])[CH:20]=1)([CH3:18])([CH3:17])[CH3:16].C(=O)([O-])[O-].[K+].[K+].CS(C)=O>O>[C:15]([C:19]1[O:23][N:22]([C:2]2[CH:7]=[CH:6][C:5]([C:8]([F:11])([F:10])[F:9])=[CH:4][C:3]=2[N+:12]([O-:14])=[O:13])[C:21](=[O:24])[CH:20]=1)([CH3:18])([CH3:17])[CH3:16] |f:2.3.4|. Reported procedure: After mixing 15.0 g of 4-chloro-3-nitrobenzotrifluoride, 11.3 g of 5-t-butyl-3-hydroxyisoxazole, 11.0 g of potassium carbonate, and 80 ml of dimethyl sulfoxide, the mixture was reacted for 4 hours at 80° C. After cooling, the reaction mixture obtained was poured into water to deposit crystals which were then recovered by filtration and recrystallized from a mixture of water and methanol to provide 10.0 g of the desired compound with a yield of 45.5%. The melting point thereof was 116° to 117° C. Starting materials: CC1=C(C=NC=C1)N1C(NCC1)=O (1-(4-methyl-pyridin-3-yl)-imidazolidin-2-one), C(C)(C)(C)OC(=O)N1C(CCC2=CC(=CC=C12)Br)=O (6-bromo-2-oxo-3,4-dihydro-2H-quinoline-1-carboxylic acid tert-butyl ester), N[C@H]1[C@@H](CCCC1)N (trans-1,2-diamino cyclohexane), C([O-])([O-])=O.[K+].[K+] (potassium carbonate). The reagents and catalysts are [Cu](I)I (copper iodide). The solvent is O1CCOCC1 (1,4-dioxane). Product: CC1=C(C=NC=C1)N1C(N(CC1)C=1C=C2CCC(NC2=CC1)=O)=O (6-[3-(4-Methyl-pyridin-3-yl)-2-oxo-imidazolidin-1-yl]-3,4-dihydro-1H-quinolin-2-one). Yield: 31.5%. RXN SMILES: [CH3:1][C:2]1[CH:7]=[CH:6][N:5]=[CH:4][C:3]=1[N:8]1[CH2:12][CH2:11][NH:10][C:9]1=[O:13].C(OC([N:21]1[C:30]2[C:25](=[CH:26][C:27](Br)=[CH:28][CH:29]=2)[CH2:24][CH2:23][C:22]1=[O:32])=O)(C)(C)C.N[C@@H]1CCCC[C@H]1N.C(=O)([O-])[O-].[K+].[K+]>[Cu](I)I.O1CCOCC1>[CH3:1][C:2]1[CH:7]=[CH:6][N:5]=[CH:4][C:3]=1[N:8]1[CH2:12][CH2:11][N:10]([C:27]2[CH:26]=[C:25]3[C:30](=[CH:29][CH:28]=2)[NH:21][C:22](=[O:32])[CH2:23][CH2:24]3)[C:9]1=[O:13] |f:3.4.5|. Procedure details: Using the same reaction conditions as in Example 14, 1-(4-methyl-pyridin-3-yl)-imidazolidin-2-one (I-14b: 150 mg, 0.8474 mmol) was reacted with 6-bromo-2-oxo-3,4-dihydro-2H-quinoline-1-carboxylic acid tert-butyl ester (276 mg, 0.8474 mmol), 1,4-dioxane (5 mL), copper iodide (16.14 mg, 0.08474 mmol), trans-1,2-diamino cyclohexane (29.1 mg, 0.2542 mmol) and potassium carbonate (234.3 mg, 1.6948 mmol) to afford the crude product. Purification by preparative HPLC afforded 86 mg of the product (31.5%... Reactants: COC(=O)Cc1cccc(OCCCC2CCN(C(=O)OC(C)(C)C)CC2)c1, CO, [Na+], [OH-]. Yields the product CC(C)(C)OC(=O)N1CCC(CCCOc2cccc(CC(=O)O)c2)CC1. RXN SMILES: [C:1](=[O:2])([O:3][C:4]([CH3:5])([CH3:6])[CH3:7])[N:8]1[CH2:9][CH2:10][CH:11]([CH2:14][CH2:15][CH2:16][O:17][c:18]2[cH:19][c:20]([CH2:24][C:25](=[O:26])[O:27][CH3:28])[cH:21][cH:22][cH:23]2)[CH2:12][CH2:13]1.[CH3:31][OH:32].[Na+:30].[OH-:29]>>[C:1](=[O:2])([O:3][C:4]([CH3:5])([CH3:6])[CH3:7])[N:8]1[CH2:9][CH2:10][CH:11]([CH2:14][CH2:15][CH2:16][O:17][c:18]2[cH:19][c:20]([CH2:24][C:25](=[O:26])[OH:27])[cH:21][cH:22][cH:23]2)[CH2:12][CH2:13]1.